This data is from the Open Reaction Database (ORD), a public repository of structured organic reaction records. The task is: describe an organic reaction: reactants, conditions, products, and yield Starting materials: OC1C2=C(OC3=NC=CC=C31)C=CC=C2 (5-hydroxy-5H-[1]benzopyrano[2,3-b]pyridine), Cl (hydrochloric acid). Solvent: C(C)(C)O (isopropyl alcohol), C(C)(C)O (isopropyl alcohol). Run at time 8 hour. Yields the product N1=C2C(=CC=C1)CC1=C(O2)C=CC=C1 (5H-[1]benzopyrano[2,3-b]pyridine). Isolated yield 81.5%. As a reaction SMILES: O[CH:2]1[C:11]2[C:6](=[N:7][CH:8]=[CH:9][CH:10]=2)[O:5][C:4]2[CH:12]=[CH:13][CH:14]=[CH:15][C:3]1=2.Cl>C(O)(C)C>[N:7]1[CH:8]=[CH:9][CH:10]=[C:11]2[CH2:2][C:3]3[CH:15]=[CH:14][CH:13]=[CH:12][C:4]=3[O:5][C:6]=12. Procedure details: A mixture of 10 g of 5-hydroxy-5H-[1]benzopyrano[2,3-b]pyridine, 100 ml of isopropyl alcohol and 10 ml of 20% hydrochloric acid in isopropyl alcohol is refluxed for 3 hours. The reaction mixture is allowed to stand overnight, and then the isopropyl alcohol is removed by distillation under reduced pressure. An aqueous potassium carbonate solution is added to the residue, and the mixture is extracted with chloroform. The chloroform layer is dried, and the chloroform is distilled off. The residue i... Reactants: Cl.NCCC1=C(NC2=CC=C(C=C12)OC)C(=O)NC (3-(2-aminoethyl)-5-methoxy-N-methyl-1H-indole-2-carboxamide hydrochloride), C(C)(C)N(CC)C(C)C (diisopropylethylamine), [OH-].[Na+] (sodium hydroxide), C(C)(C)OC(C)C (diisopropyl ether), 4-nitrophenyl 1-methoxycarbamate. The solvent is O1CCCC1 (tetrahydrofuran), C(Cl)(Cl)Cl (chloroform). Conditions: temperature 60 celsius, time 3.5 hour. The product is COC=1C=C2C(=C(NC2=CC1)C(=O)NC)CCNC(NOC)=O (5-methoxy-3-{2-[(methoxycarbamoyl)amino]ethyl}-N-methyl-1H-indole-2-carboxamide). Reaction SMILES: Cl.[NH2:2][CH2:3][CH2:4][C:5]1[C:13]2[C:8](=[CH:9][CH:10]=[C:11]([O:14][CH3:15])[CH:12]=2)[NH:7][C:6]=1[C:16]([NH:18][CH3:19])=[O:17].C([N:23]([CH:26](C)C)CC)(C)C.[OH-:29].[Na+].C([O:34][CH:35](C)C)(C)C>C(Cl)(Cl)Cl.O1CCCC1>[CH3:15][O:14][C:11]1[CH:12]=[C:13]2[C:8](=[CH:9][CH:10]=1)[NH:7][C:6]([C:16]([NH:18][CH3:19])=[O:17])=[C:5]2[CH2:4][CH2:3][NH:2][C:26](=[O:29])[NH:23][O:34][CH3:35] |f:0.1,3.4|. Procedure details: To a mixture of 3-(2-aminoethyl)-5-methoxy-N-methyl-1H-indole-2-carboxamide hydrochloride (116 mg), diisopropylethylamine (0.146 mL), and tetrahydrofuran (4.63 mL) was added 4-nitrophenyl 1-methoxycarbamate (90.9 mg), warming to 60° C. and stirring for 3.5 hours. To the mixture were added chloroform and a 1 M aqueous sodium hydroxide solution, followed by stirring, and the organic layer was separated using a phase separator (Biotage) and concentrated under reduced pressure. The obtained residue ...